Dataset: the Open Reaction Database (ORD), a public repository of structured organic reaction records. Task: describe an organic reaction: reactants, conditions, products, and yield Reactants: C12CC3(CC(CC3C1)C2)NC(=S)N (N-tricyclo[3.3.1.0˜3,7˜]non-3-ylthiourea), BrCC(=O)OCC (ethyl bromoacetate). The product is C12CC3(CC(CC3C1)C2)NC=2SCC(N2)=O (2-(Tricyclo[3.3.1.0˜3,7˜]non-3-ylamino)-1,3-thiazol-4(5H)-one). RXN SMILES: [CH:1]12[CH2:9][CH:5]3[CH2:6][CH:7]([CH2:8]1)[C:3]([NH:10][C:11]([NH2:13])=[S:12])([CH2:4]3)[CH2:2]2.Br[CH2:15][C:16](OCC)=[O:17]>>[CH:1]12[CH2:9][CH:5]3[CH2:6][CH:7]([CH2:8]1)[C:3]([NH:10][C:11]1[S:12][CH2:15][C:16](=[O:17])[N:13]=1)([CH2:4]3)[CH2:2]2. Reported procedure: Synthesis was performed from N-tricyclo[3.3.1.0˜3,7˜]non-3-ylthiourea and ethyl bromoacetate according to Method D1. The reactants are ice water, COC(=O)C1CCC(N1CC#C)=O (5-methoxycarbonyl-1-(2-propynyl)-2-pyrrolidinone), [BH4-].[Na+] (sodium borohydride). The solvent is C(C)O (ethanol). Run at time 8 hour. Yields the product OCC1CCC(N1CC#C)=O (5-Hydroxymethyl-1-(2-propynyl)-2-pyrrolidinone). RXN SMILES: C[O:2][C:3]([CH:5]1[N:9]([CH2:10][C:11]#[CH:12])[C:8](=[O:13])[CH2:7][CH2:6]1)=O.[BH4-].[Na+]>C(O)C>[OH:2][CH2:3][CH:5]1[N:9]([CH2:10][C:11]#[CH:12])[C:8](=[O:13])[CH2:7][CH2:6]1 |f:1.2|. Procedure: To an ice-water chilled solution of 6.42 g of 5-methoxycarbonyl-1-(2-propynyl)-2-pyrrolidinone in absolute ethanol (60 ml), 1.55 g of powdered sodium borohydride was added. The mixture was stirred overnight at ambient temperature. Starting materials: ClC1=C(C=C(C=C1)[N+](=O)[O-])C1=NC=C(C(=O)O)C=C1 (6-(2-chloro-5-nitrophenyl)nicotinic acid), Cl (HCl), O1CCOCC1 (Dioxane). The solvent is CO (MeOH). The product is ClC1=C(C=C(C=C1)[N+](=O)[O-])C1=NC=C(C(=O)OC)C=C1 (methyl 6-(2-chloro-5-nitrophenyl)nicotinate). Reaction SMILES: [Cl:1][C:2]1[CH:7]=[CH:6][C:5]([N+:8]([O-:10])=[O:9])=[CH:4][C:3]=1[C:11]1[CH:19]=[CH:18][C:14]([C:15]([OH:17])=[O:16])=[CH:13][N:12]=1.Cl.O1CCOC[CH2:22]1>CO>[Cl:1][C:2]1[CH:7]=[CH:6][C:5]([N+:8]([O-:10])=[O:9])=[CH:4][C:3]=1[C:11]1[CH:19]=[CH:18][C:14]([C:15]([O:17][CH3:22])=[O:16])=[CH:13][N:12]=1. Reported procedure: 75 mL of (5-methylpyridin-2-yl)zinc(II) bromide was reacted with 4 g of 1-chloro-2-iodo-4-nitrobenzene via Procedure B. To 935 mg of 2-(2-chloro-5-nitrophenyl)-5-methylpyridine in 5 mL of Sulfuric Acid was slowly added 2.25 g of Chromium (III) Oxide and the reaction was stirred for several hours at room temperature until complete. Icewater was added to dilute the reaction and the aqueous layer was extracted 3 times with Ethyl Acetate. The organic layers were combined, dried over Magnesium Sulfat... Reactants: [BH4-], COC(=O)C(CC(C)(F)F)NC(=O)OCc1ccccc1, CCO, [Cl-], Cl, [Li+], [Na+], O. Yields the product CC(F)(F)CC(CO)NC(=O)OCc1ccccc1. Reaction SMILES: [BH4-:24].[CH2:1]([c:2]1[cH:3][cH:4][cH:5][cH:6][cH:7]1)[O:8][C:9](=[O:10])[NH:11][CH:12]([CH2:13][C:14]([CH3:15])([F:16])[F:17])[C:18](=[O:19])[O:20][CH3:21].[CH3:26][CH2:27][OH:28].[Cl-:23].[ClH:30].[Li+:22].[Na+:25].[OH2:29]>>[CH2:1]([c:2]1[cH:3][cH:4][cH:5][cH:6][cH:7]1)[O:8][C:9](=[O:10])[NH:11][CH:12]([CH2:13][C:14]([CH3:15])([F:16])[F:17])[CH2:18][OH:19].